This data is from the Open Reaction Database (ORD), a public repository of structured organic reaction records. The task is: describe an organic reaction: reactants, conditions, products, and yield Starting materials: C1CCOC1, C[Mg]Cl, [Cl-], CON(C)C(=O)c1nc(-c2ccc(=O)n(C(C)C)c2)c(-c2ccccc2)nc1N, [NH4+]. Yields the product CC(=O)c1nc(-c2ccc(=O)n(C(C)C)c2)c(-c2ccccc2)nc1N. Reaction SMILES: [CH2:35]1[O:36][CH2:37][CH2:38][CH2:39]1.[CH3:30][Mg:31][Cl:32].[Cl-:33].[NH2:1][c:2]1[c:3]([C:24](=[O:25])[N:26]([O:27][CH3:28])[CH3:29])[n:4][c:5](-[c:14]2[cH:15][n:16]([CH:21]([CH3:22])[CH3:23])[c:17](=[O:20])[cH:18][cH:19]2)[c:6](-[c:8]2[cH:9][cH:10][cH:11][cH:12][cH:13]2)[n:7]1.[NH4+:34]>>[NH2:1][c:2]1[c:3]([C:24](=[O:25])[CH3:30])[n:4][c:5](-[c:14]2[cH:15][n:16]([CH:21]([CH3:22])[CH3:23])[c:17](=[O:20])[cH:18][cH:19]2)[c:6](-[c:8]2[cH:9][cH:10][cH:11][cH:12][cH:13]2)[n:7]1. Starting materials: [O-]CC.[Na+] (sodium ethoxide), FC1=C(C#N)C(=CC(=C1)N1CCC(CC1)O)F (2,6-difluoro-4-(4-hydroxy-piperidin-1-yl)-benzonitrile), [O-]CC.[Na+] (sodium ethoxide). Solvent: CCO (EtOH). Run at temperature 70 celsius. Yields the product C(C)OC1=C(C#N)C(=CC(=C1)N1CCC(CC1)O)F (2-ethoxy-6-fluoro-4-(4-hydroxy-piperidin-1-yl)-benzonitrile). Isolated yield 21.6%. Reaction SMILES: F[C:2]1[CH:9]=[C:8]([N:10]2[CH2:15][CH2:14][CH:13]([OH:16])[CH2:12][CH2:11]2)[CH:7]=[C:6]([F:17])[C:3]=1[C:4]#[N:5].[O-:18][CH2:19][CH3:20].[Na+]>CCO>[CH2:19]([O:18][C:2]1[CH:9]=[C:8]([N:10]2[CH2:15][CH2:14][CH:13]([OH:16])[CH2:12][CH2:11]2)[CH:7]=[C:6]([F:17])[C:3]=1[C:4]#[N:5])[CH3:20] |f:1.2|. Procedure details: To a solution of 0.200 g (0.839 mmol) of the above benzonitrile in EtOH (2 mL), cooled to 0° C., was added 1.0 mL (3.1 mmol) of sodium ethoxide. The reaction was heated to 70° C. for 15 h then cooled to room temperature and an additional 1.0 mL (3.1 mmol) of sodium ethoxide was added. The mixture was heated to 70° C. for an additional 15 h. The reaction was cooled to room temperature and excess base was consumed by the addition of a saturated aqueous solution of NH4Cl. The mixture was diluted wi... The product is CCc1ccc(C2CC(=O)OC2=O)s1. As a reaction SMILES: [CH2:1]([CH3:2])[c:3]1[cH:4][cH:5][c:6]([CH:8]([C:9](=[O:10])[OH:11])[CH2:12][C:13](=[O:14])[OH:15])[s:7]1.[CH3:16][C:17](=[O:18])[Cl:19]>>[CH2:1]([CH3:2])[c:3]1[cH:4][cH:5][c:6]([CH:8]2[C:9](=[O:11])[O:15][C:13](=[O:14])[CH2:12]2)[s:7]1. Starting materials: CCc1ccc(C(CC(=O)O)C(=O)O)s1, CC(=O)Cl. The reactants are C(C)OC(=O)C1(CCN(CC1)C(C)=O)NS(=O)(=O)C1=CC=C(C=C1)OCC1=CC(=NC2=CC=CC=C12)C (1-acetyl-4-[4-(2-methyl-quinolin-4-ylmethoxy)-benzenesulfonylamino]-piperidine-4-carboxylic acid ethyl ester), Cl (HCl). Solvent: O1CCOCC1 (1,4-dioxane). Reaction conditions: temperature 60 celsius. Yields the product C(C)(=O)N1CCC(CC1)(C(=O)O)NS(=O)(=O)C1=CC=C(C=C1)OCC1=CC(=NC2=CC=CC=C12)C (1-acetyl-4-[4-(2-methyl-quinolin-4-ylmethoxy)-benzenesulfonyl amino]-piperidine-4-carboxylic acid). Isolated yield 5.3%. As a reaction SMILES: C([O:3][C:4]([C:6]1([NH:15][S:16]([C:19]2[CH:24]=[CH:23][C:22]([O:25][CH2:26][C:27]3[C:36]4[C:31](=[CH:32][CH:33]=[CH:34][CH:35]=4)[N:30]=[C:29]([CH3:37])[CH:28]=3)=[CH:21][CH:20]=2)(=[O:18])=[O:17])[CH2:11][CH2:10][N:9]([C:12](=[O:14])[CH3:13])[CH2:8][CH2:7]1)=[O:5])C.Cl>O1CCOCC1>[C:12]([N:9]1[CH2:8][CH2:7][C:6]([NH:15][S:16]([C:19]2[CH:20]=[CH:21][C:22]([O:25][CH2:26][C:27]3[C:36]4[C:31](=[CH:32][CH:33]=[CH:34][CH:35]=4)[N:30]=[C:29]([CH3:37])[CH:28]=3)=[CH:23][CH:24]=2)(=[O:18])=[O:17])([C:4]([OH:5])=[O:3])[CH2:11][CH2:10]1)(=[O:14])[CH3:13]. Procedure: To a solution of 1-acetyl-4-[4-(2-methyl-quinolin-4-ylmethoxy)-benzenesulfonylamino]-piperidine-4-carboxylic acid ethyl ester (0.4 g, 7.6 mmol) in 1,4-dioxane (4 mL) was added concentrated HCl (4 mL). The reaction was heated to 60° C. for 19 h. The solvent was then removed in vacuo and the residue was purified by reverse phase HPLC (Gilson) on a Phenomex C-18 semi-prep column eluting an acetonitrile:water gradient, to afford 1-acetyl-4-[4-(2-methyl-quinolin-4-ylmethoxy)-benzenesulfonyl amino]-pi... Starting materials: [N+](=O)([O-])C=1C=C(C=CC1)C1=NOC(C1)CCCC=O (4-[3-(3-Nitrophenyl)-4,5-dihydroisoxazol-5-yl]butanal), Cl.COC1=C(C=CC=C1)N1CCNCC1 (1-(2-methoxyphenyl)piperazine hydrochloride), [BH-](OC(=O)C)(OC(=O)C)OC(=O)C.[Na+] (NaBH(OAc)3), C(C)(C)N(CC)C(C)C (diisopropylethylamine). Run in C(Cl)Cl (methylene chloride). Product: COC1=C(C=CC=C1)N1CCN(CC1)CCCCC1CC(=NO1)C1=CC(=CC=C1)[N+](=O)[O-] (1-(2-Methoxyphenyl)-4-{4-[3-(3-nitrophenyl)-4,5-dihydroisoxazol-5-yl]butyl}piperazine). Yield: 48.0%. As a reaction SMILES: [N+:1]([C:4]1[CH:5]=[C:6]([C:10]2[CH2:14][CH:13]([CH2:15][CH2:16][CH2:17][CH:18]=O)[O:12][N:11]=2)[CH:7]=[CH:8][CH:9]=1)([O-:3])=[O:2].Cl.[CH3:21][O:22][C:23]1[CH:28]=[CH:27][CH:26]=[CH:25][C:24]=1[N:29]1[CH2:34][CH2:33][NH:32][CH2:31][CH2:30]1.[BH-](OC(C)=O)(OC(C)=O)OC(C)=O.[Na+].C(N(C(C)C)CC)(C)C>C(Cl)Cl>[CH3:21][O:22][C:23]1[CH:28]=[CH:27][CH:26]=[CH:25][C:24]=1[N:29]1[CH2:34][CH2:33][N:32]([CH2:18][CH2:17][CH2:16][CH2:15][CH:13]2[O:12][N:11]=[C:10]([C:6]3[CH:7]=[CH:8][CH:9]=[C:4]([N+:1]([O-:3])=[O:2])[CH:5]=3)[CH2:14]2)[CH2:31][CH2:30]1 |f:1.2,3.4|. Reported procedure: 4-[3-(3-Nitrophenyl)-4,5-dihydroisoxazol-5-yl]butanal (25.2 mg, 0.096 mmol), 1-(2-methoxyphenyl)piperazine hydrochloride (20.0 mg, 0.087 mmol), molecular sieve (5 beads), NaBH(OAc)3 (55.6 mg, 0.312 mmol) and diisopropylethylamine (26.9 L, 0.087 mmol) were reacted in 3 mL of methylene chloride for about 12 hr. With the following processes the same as in Example 1, 18.3 mg (44.6%) of the target compound was obtained. Solvent: CCCCCC (hexane), O (water), CCCCCC (hexane), CCCCCC (hexane). Procedure details: N,N,N',N'-Tetramethylethylenediamine (231.4 g) was added at ambient temperature to a solution of n-butyl lithium (2.5M, 800 ml) in hexane (2.5 l) followed by a solution of 2,3-dihydrobenzo[b]furan (102 g) in hexane (25 ml). The mixture was stirred under nitrogen at ambient temperature for 5 hours. The resulting suspension was added slowly to dry ice (300 g) and hexane (500 ml) under nitrogen. After stirring at ambient temperature for 16 hours, the mixture was diluted with water (2 l), and the la... Reaction conditions: time 5 hour. The product is O1C2=C(CC1)C=CC=C2C(=O)O (2,3-dihydrobenzo[b]furan-7-carboxylic acid). As a reaction SMILES: CN(C)CCN(C)C.C([Li])CCC.[O:14]1[CH2:18][CH2:17][C:16]2[CH:19]=[CH:20][CH:21]=[CH:22][C:15]1=2.[C:23](=[O:25])=[O:24]>CCCCCC.O>[O:14]1[CH2:18][CH2:17][C:16]2[CH:19]=[CH:20][CH:21]=[C:22]([C:23]([OH:25])=[O:24])[C:15]1=2. Reactants: C(=O)=O (dry ice), O1C2=C(CC1)C=CC=C2 (2,3-dihydrobenzo[b]furan), CN(CCN(C)C)C (N,N,N',N'-Tetramethylethylenediamine), C(CCC)[Li] (n-butyl lithium). The yield is 28.4%. The reactants are OC1CNCC1 (3-hydroxypyrrolidine), BrCC#N (BrCH2CN). Run in C1CCOC1 (THF). The product is OC1CN(CC1)CC#N (3-Hydroxy-pyrrolidin-1-yl-acetonitrile). Yield: 64545.7%. Reaction SMILES: [OH:1][CH:2]1[CH2:6][CH2:5][NH:4][CH2:3]1.Br[CH2:8][C:9]#[N:10]>C1COCC1>[OH:1][CH:2]1[CH2:6][CH2:5][N:4]([CH2:8][C:9]#[N:10])[CH2:3]1. Procedure: The method follows that of S3 using 3-hydroxypyrrolidine (15 g, 0.172 mol), BrCH2CN (22.67 g, 0.189 mmol) and dry THF (60 mL). The title-compound was yielded as a straw-coloured oil (15.39 g, 71%) after flash chromatography using CH2Cl2/CH3OH (9:1) as eluent. δH (250 MHz; CDCl3); 1.9-2.25 (m, 2H, 2×ring-H), 2.3 (m, 1H, ring-H), 2.65 (d, OH), 2.85-3.05 (m, 3H, 3×ring-H), 3.95 (d, 2H, NCH2CN) and 4.2 (m, 1H, CH2CHOH); FAB MS, m/z (M+H)+ 127. The reactants are CC(C)(C)OC(N)=O, CCCO, C=Cc1cccc(CN2CCOCC2)c1, CC(C)(C)OCl, [K], [Na+], [Na+], [Na+], [OH-], O, O, O, O=[Os](=O)=O, O=S([O-])[O-]. Product: CC(C)(C)OC(=O)NC(CO)c1cccc(CN2CCOCC2)c1. Reaction SMILES: [C:3]([NH2:4])([O:5][C:6]([CH3:7])([CH3:8])[CH3:9])=[O:10].[CH2:33]([OH:34])[CH2:35][CH3:36].[CH:17](=[CH2:18])[c:19]1[cH:20][c:21]([CH2:22][N:23]2[CH2:24][CH2:25][O:26][CH2:27][CH2:28]2)[cH:29][cH:30][cH:31]1.[Cl:11][O:12][C:13]([CH3:14])([CH3:15])[CH3:16].[K:49].[Na+:2].[Na+:41].[Na+:42].[OH-:1].[OH2:32].[OH2:43].[OH2:44].[Os:45](=[O:46])(=[O:47])=[O:48].[S:37]([O-:38])([O-:39])=[O:40]>>[C:3]([NH:4][CH:17]([CH2:18][OH:12])[c:19]1[cH:20][c:21]([CH2:22][N:23]2[CH2:24][CH2:25][O:26][CH2:27][CH2:28]2)[cH:29][cH:30][cH:31]1)([O:5][C:6]([CH3:7])([CH3:8])[CH3:9])=[O:10].